Dataset: the Open Reaction Database (ORD), a public repository of structured organic reaction records. Task: describe an organic reaction: reactants, conditions, products, and yield Reactants: O1CC(C)(C)COC12CCC2. Reagents/catalysts: N=1C=CC=C2C=CC=3C=CC(=NC3C12)C, O1B(OC(C)(C)C1(C)C)B2OC(C)(C)C(O2)(C)C, C[OH2+].C[OH2+].C1CC=CCCC=C1.C1CC=CCCC=C1.[Ir].[Ir]. Solvent: C1CCCCCCC1. Conditions: temperature 100 celsius, time 20 hour. Yields the product O1B(OC(C)(C)C1(C)C)C2CC3(OCC(C)(C)CO3)C2. The yield is 41.0%. Starting materials: ClC=1C=C(C(=O)O)C=CC1N(C(=O)C1=CC2=C(C3=C(OCC2)C=CC=C3)S1)C (3-Chloro-4-(N-methyl-4,5-dihydrobenzo[b]thieno[2,3-d]oxepine-2-carboxamido)benzoic acid), NCCNC(C)=O (N-(2-aminoethyl)acetamide). Product: C(C)(=O)NCCNC(=O)C1=CC(=C(C=C1)N(C(=O)C1=CC2=C(C3=C(OCC2)C=CC=C3)S1)C)Cl (N-(4-(2-acetamidoethylcarbamoyl)-2-chlorophenyl)-N-methyl-4,5-dihydrobenzo[b]thieno[2,3-d]oxepine-2-carboxamide). As a reaction SMILES: [Cl:1][C:2]1[CH:3]=[C:4]([CH:8]=[CH:9][C:10]=1[N:11]([CH3:28])[C:12]([C:14]1[S:27][C:17]2[C:18]3[CH:26]=[CH:25][CH:24]=[CH:23][C:19]=3[O:20][CH2:21][CH2:22][C:16]=2[CH:15]=1)=[O:13])[C:5]([OH:7])=O.[NH2:29][CH2:30][CH2:31][NH:32][C:33](=[O:35])[CH3:34]>>[C:33]([NH:32][CH2:31][CH2:30][NH:29][C:5]([C:4]1[CH:8]=[CH:9][C:10]([N:11]([CH3:28])[C:12]([C:14]2[S:27][C:17]3[C:18]4[CH:26]=[CH:25][CH:24]=[CH:23][C:19]=4[O:20][CH2:21][CH2:22][C:16]=3[CH:15]=2)=[O:13])=[C:2]([Cl:1])[CH:3]=1)=[O:7])(=[O:35])[CH3:34]. Reported procedure: 3-Chloro-4-(N-methyl-4,5-dihydrobenzo[b]thieno[2,3-d]oxepine-2-carboxamido)benzoic acid and N-(2-aminoethyl)acetamide were reacted by a procedure similar to that to prepare 137 in Example 47 to give 230. MS: (ESI+) 498.1 Starting materials: NC1=C(C(C1=O)=O)OC (1-Amino-2-methoxy-cyclobut-1-ene-3,4-dione), N1(CCCCC1)CC1=CC(=NC=C1)OCCCN (3-[4-(piperidinomethyl)pyrid-2-yloxy]prop-1-ylamine). Solvent: C(C)O (ethanol). Yields the product N1(CCCCC1)CC1=CC(=NC=C1)OCCCNC1=C(C(C1=O)=O)N (1-[3-[4-(Piperidinomethyl)pyrid-2-yloxy]prop-1-ylamino]-2-aminocyclobut-1-ene-3,4-dione). The yield is 64.9%. As a reaction SMILES: [NH2:1][C:2]1[C:5](=O)[C:4](=[O:7])[C:3]=1[O:8]C.[N:10]1([CH2:16][C:17]2[CH:22]=[CH:21][N:20]=[C:19]([O:23][CH2:24][CH2:25][CH2:26][NH2:27])[CH:18]=2)[CH2:15][CH2:14][CH2:13][CH2:12][CH2:11]1>C(O)C>[N:10]1([CH2:16][C:17]2[CH:22]=[CH:21][N:20]=[C:19]([O:23][CH2:24][CH2:25][CH2:26][NH:27][C:5]3[C:4](=[O:7])[C:3](=[O:8])[C:2]=3[NH2:1])[CH:18]=2)[CH2:15][CH2:14][CH2:13][CH2:12][CH2:11]1. Reported procedure: 1-Amino-2-methoxy-cyclobut-1-ene-3,4-dione (0.5 g) and 3-[4-(piperidinomethyl)pyrid-2-yloxy]prop-1-ylamine (1.05 g) were refluxed in ethanol (25 ml) for 4 hours. A solid formed during the reaction. The reaction mixture was cooled and the solid collected by filtration. Recrystallisation of the solid from ethanol/methanol afforded the title product (0.88 g), m.p. 226°-8° C.